The task is: describe an organic reaction: reactants, conditions, products, and yield. This data is from the Open Reaction Database (ORD), a public repository of structured organic reaction records. Reactants: CN(C)CC1=CC(=C(C(=C1)CN(C)C)O)CN(C)C (DMF 3), CI (Methyl iodide), [Cl-].[NH4+] (ammonium chloride), OC12CC3C(C(CC(C1)C3)C2)CCN2C[C@]3(CC[C@H](C2)C3(C)C)C (trans-(1S)-3-[2-(5-hydroxy-2-adamantyl)ethyl]-1,8,8-trimethyl-3-azabicyclo[3.2.1]octane), [H-].[Na+] (sodium hydride). Run in O (water), CN(C)C=O (DMF). Reaction conditions: time 1.1 hour. Yields the product COC12CC3C(C(CC(C1)C3)C2)CCN2C[C@]3(CC[C@H](C2)C3(C)C)C (trans (IS)-3-[2-(5-methoxy-2-adamantyl)ethyl]-1,8,8-trimethyl-3-azabicyclo[3.2.1]octane). The yield is 29.0%. RXN SMILES: [CH3:1]N(CC1C=C(CN(C)C)C(O)=C(CN(C)C)C=1)C.[OH:20][C:21]12[CH2:30][CH:25]3[CH2:26][CH:27]([CH2:29][CH:23]([CH:24]3[CH2:31][CH2:32][N:33]3[CH2:39][C@@H:38]4[C:40]([CH3:42])([CH3:41])[C@:35]([CH3:43])([CH2:36][CH2:37]4)[CH2:34]3)[CH2:22]1)[CH2:28]2.[H-].[Na+].CI.[Cl-].[NH4+]>O.CN(C=O)C>[CH3:1][O:20][C:21]12[CH2:22][CH:23]3[CH2:29][CH:27]([CH2:26][CH:25]([CH:24]3[CH2:31][CH2:32][N:33]3[CH2:39][C@@H:38]4[C:40]([CH3:42])([CH3:41])[C@:35]([CH3:43])([CH2:36][CH2:37]4)[CH2:34]3)[CH2:30]1)[CH2:28]2 |f:2.3,5.6|. Procedure details: DMF 3 ml solution of trans-(1S)-3-[2-(5-hydroxy-2-adamantyl)ethyl]-1,8,8-trimethyl-3-azabicyclo[3.2.1]octane (compound No. 58,8) 113 mg was added in a DMF suspension 2.5 ml of sodium hydride (60%, oil dispersion) 41.0 mg at 0° C., and after changing the temperature to room temperature, the reaction mixture was stirred for 1.1 hour. Methyl iodide 70 gI was added to the reaction mixture and stirred at the same temperature for 20 hours. The reaction mixture was cooled to O@C, aqueous saturated ammo... Starting materials: FC(C=1C=C(CNC(=O)C2=CC(=NC=C2)C2=C(C=CC(=C2)OCC(F)(F)F)NC(=O)C=2C=C(CSCCC(=O)OC(C)(C)C)C=CC2)C=CC1)(F)F (tert-butyl 3-(3-((2-(4-((3-(trifluoromethyl)benzyl)carbamoyl)pyridin-2-yl)-4-(2,2,2-trifluoroethoxy)phenyl)-carbamoyl)benzylthio)propanoate), FC(C(=O)O)(F)F (trifluoroacetic acid). Solvent: ClCCl (dichloromethane). Run at time 8 hour. Product: FC(C=1C=C(CNC(=O)C2=CC(=NC=C2)C2=C(C=CC(=C2)OCC(F)(F)F)NC(=O)C=2C=C(CSCCC(=O)O)C=CC2)C=CC1)(F)F (3-(3-((2-(4-((3-(trifluoromethyl)benzyl)carbamoyl)pyridin-2-yl)-4-(2,2,2-trifluoroethoxy)phenyl)carbamoyl)benzylthio)propanoic acid). Yield: 36.4%. As a reaction SMILES: [F:1][C:2]([F:52])([F:51])[C:3]1[CH:4]=[C:5]([CH:48]=[CH:49][CH:50]=1)[CH2:6][NH:7][C:8]([C:10]1[CH:15]=[CH:14][N:13]=[C:12]([C:16]2[CH:21]=[C:20]([O:22][CH2:23][C:24]([F:27])([F:26])[F:25])[CH:19]=[CH:18][C:17]=2[NH:28][C:29]([C:31]2[CH:32]=[C:33]([CH:45]=[CH:46][CH:47]=2)[CH2:34][S:35][CH2:36][CH2:37][C:38]([O:40]C(C)(C)C)=[O:39])=[O:30])[CH:11]=1)=[O:9].FC(F)(F)C(O)=O>ClCCl>[F:52][C:2]([F:1])([F:51])[C:3]1[CH:4]=[C:5]([CH:48]=[CH:49][CH:50]=1)[CH2:6][NH:7][C:8]([C:10]1[CH:15]=[CH:14][N:13]=[C:12]([C:16]2[CH:21]=[C:20]([O:22][CH2:23][C:24]([F:26])([F:25])[F:27])[CH:19]=[CH:18][C:17]=2[NH:28][C:29]([C:31]2[CH:32]=[C:33]([CH:45]=[CH:46][CH:47]=2)[CH2:34][S:35][CH2:36][CH2:37][C:38]([OH:40])=[O:39])=[O:30])[CH:11]=1)=[O:9]. Reported procedure: Into a 50-mL round-bottom flask, was placed a solution of tert-butyl 3-(3-((2-(4-((3-(trifluoromethyl)benzyl)carbamoyl)pyridin-2-yl)-4-(2,2,2-trifluoroethoxy)phenyl)-carbamoyl)benzylthio)propanoate (200 mg, 0.27 mmol, 1.00 equiv) in dichloromethane (5 mL), and trifluoroacetic acid (2 mL). The resulting solution was stirred overnight at room temperature. The reaction progress was monitored by LCMS. The resulting mixture was concentrated under vacuum. The crude product (200 mg) was purified by rev... Product: CN(C1=NC(=NC(=C1CC(=O)O)N(C)C)CC1=CC=C(C=C1)NC(C1=CC=C(C=C1)C(F)(F)F)=O)C ([4,6-bis(dimethylamino)-2-(4-{[4-(trifluoromethyl)benzoyl]amino}benzyl)pyrimidin-5-yl]acetic acid). The solvent is O1CCCC1 (tetrahydrofuran), CO (methanol). Starting materials: CN(C1=NC(=NC(=C1CC(=O)OC)N(C)C)CC1=CC=C(C=C1)NC(C1=CC=C(C=C1)C(F)(F)F)=O)C (methyl [4,6-bis(dimethylamino)-2-(4-{[4-(trifluoromethyl)benzoyl]amino}-benzyl)pyrimidin-5-yl]acetate), [OH-].[Na+] (sodium hydroxide). RXN SMILES: [CH3:1][N:2]([CH3:37])[C:3]1[C:8]([CH2:9][C:10]([O:12]C)=[O:11])=[C:7]([N:14]([CH3:16])[CH3:15])[N:6]=[C:5]([CH2:17][C:18]2[CH:23]=[CH:22][C:21]([NH:24][C:25](=[O:36])[C:26]3[CH:31]=[CH:30][C:29]([C:32]([F:35])([F:34])[F:33])=[CH:28][CH:27]=3)=[CH:20][CH:19]=2)[N:4]=1.[OH-].[Na+]>O1CCCC1.CO>[CH3:37][N:2]([CH3:1])[C:3]1[C:8]([CH2:9][C:10]([OH:12])=[O:11])=[C:7]([N:14]([CH3:15])[CH3:16])[N:6]=[C:5]([CH2:17][C:18]2[CH:19]=[CH:20][C:21]([NH:24][C:25](=[O:36])[C:26]3[CH:27]=[CH:28][C:29]([C:32]([F:34])([F:35])[F:33])=[CH:30][CH:31]=3)=[CH:22][CH:23]=2)[N:4]=1 |f:1.2|. Reported procedure: A solution of methyl [4,6-bis(dimethylamino)-2-(4-{[4-(trifluoromethyl)benzoyl]amino}-benzyl)pyrimidin-5-yl]acetate (4.34 g, 8.42 mmol) in 20% tetrahydrofuran in methanol (100 mL) was treated with 1N sodium hydroxide solution (25 mL). The resulting mixture was heated at refluxing temperature for 5 hours and then the volatiles were removed by rotary evaporation under vacuum. The remaining aqueous solution was washed with diethyl ether and then neutralized with 1N hydrochloric acid at 0° C. The se...